From a dataset of the Open Reaction Database (ORD), a public repository of structured organic reaction records. describe an organic reaction: reactants, conditions, products, and yield Run in O (water), COCCO (methyl Cellosolve). The product is C(C)N(C1=CC(=C(C=C1)N=NC1=C(C=C(C=C1)[N+](=O)[O-])OC)NC(C)=O)CCO (N-ethyl-N-hydroxyethyl-3-acetylamino-4-(2-methoxy-4-nitrophenylazo)aniline). Conditions: time 30 minute. RXN SMILES: [CH3:1][O:2][C:3]1[CH:9]=[C:8]([N+:10]([O-:12])=[O:11])[CH:7]=[CH:6][C:4]=1[NH2:5].[N:13]([O-])=O.[Na+].[C:17]([NH:20][C:21]1[CH:22]=[C:23]([CH:30]=[CH:31][CH:32]=1)[N:24]([CH2:28][CH3:29])[CH2:25][CH2:26][OH:27])(=[O:19])[CH3:18].C([O-])(=O)C.[Na+]>O.COCCO>[CH2:28]([N:24]([CH2:25][CH2:26][OH:27])[C:23]1[CH:30]=[CH:31][C:32]([N:13]=[N:5][C:4]2[CH:6]=[CH:7][C:8]([N+:10]([O-:12])=[O:11])=[CH:9][C:3]=2[O:2][CH3:1])=[C:21]([NH:20][C:17](=[O:19])[CH3:18])[CH:22]=1)[CH3:29] |f:1.2,4.5|. The yield is 80.8%. Procedure: 8.3 g of 2-methoxy-4-nitroaniline was diazotized in a conventional manner using 4 g of sodium nitrite. The diazotized solution thus obtained was added to a mixture composed of 12 g of 3-acetylamino-N-ethyl-N-hydroxyethylaniline, 20 g of sodium acetate, 70 ml of methyl Cellosolve and 50 ml of water at a temperature of not more than 10° C. The mixture was stirred at a temperature range between 10° C. and 15° C. for 30 minutes, the crystals thus deposited were collected by filtration and washed wit... Starting materials: C(C)(=O)NC=1C=C(N(CCO)CC)C=CC1 (3-acetylamino-N-ethyl-N-hydroxyethylaniline), C(C)(=O)[O-].[Na+] (sodium acetate), COC1=C(N)C=CC(=C1)[N+](=O)[O-] (2-methoxy-4-nitroaniline), N(=O)[O-].[Na+] (sodium nitrite). Starting materials: ClC1=NC=C(C=C1[N+](=O)[O-])C#N (2-chloro-5-cyano-3-nitropyridine), N[C@@H]1CC[C@H](CC1)O (trans-4-aminocyclohexanol). Solvent: C(C)(=O)OCC (ethyl acetate), CN(C=O)C (N,N-dimethylformamide). Run at time 45 minute. Yields the product C(#N)C=1C=C(C(=NC1)N[C@@H]1CC[C@H](CC1)O)[N+](=O)[O-] (5-cyano-2-(trans-4-hydroxycyclohexylamino)-3-nitropyridine). Yield: 67.6%. As a reaction SMILES: Cl[C:2]1[C:7]([N+:8]([O-:10])=[O:9])=[CH:6][C:5]([C:11]#[N:12])=[CH:4][N:3]=1.[NH2:13][C@H:14]1[CH2:19][CH2:18][C@H:17]([OH:20])[CH2:16][CH2:15]1>CN(C)C=O.C(OCC)(=O)C>[C:11]([C:5]1[CH:6]=[C:7]([N+:8]([O-:10])=[O:9])[C:2]([NH:13][C@H:14]2[CH2:19][CH2:18][C@H:17]([OH:20])[CH2:16][CH2:15]2)=[N:3][CH:4]=1)#[N:12]. Reported procedure: To a solution of 2-chloro-5-cyano-3-nitropyridine (3.5 g)(obtained according to International Patent Application No.WO9410171) in N,N-dimethylformamide (35 mL) was added trans-4-aminocyclohexanol (4.39 g) at 0° C. The mixture was stirred at room temperature under nitrogen atmosphere for 45 minutes and diluted with ethyl acetate. The mixture was washed with water (3 times) and brine, dried over anhydrous magnesium sulfate, and concentrated in vacuo. The residual solid was washed with diethyl ethe... Reactants: CC(C)Oc1c(Br)c(Br)n(-c2ccccc2)c1C(=O)O, O=C(n1ccnc1)n1ccnc1, C1CCOC1, Cl, Nc1nnn[nH]1, O. Product: CC(C)Oc1c(Br)c(Br)n(-c2ccccc2)c1C(=O)Nc1nnn[nH]1. As a reaction SMILES: [Br:1][c:2]1[c:3]([O:17][CH:18]([CH3:19])[CH3:20])[c:4]([C:14](=[O:15])[OH:16])[n:5](-[c:8]2[cH:9][cH:10][cH:11][cH:12][cH:13]2)[c:6]1[Br:7].[C:21]([n:22]1[cH:23][cH:24][n:25][cH:26]1)([n:27]1[cH:28][cH:29][n:30][cH:31]1)=[O:32].[CH2:40]1[O:41][CH2:42][CH2:43][CH2:44]1.[ClH:39].[NH2:33][c:34]1[n:35][n:36][n:37][nH:38]1.[OH2:45]>>[Br:1][c:2]1[c:3]([O:17][CH:18]([CH3:19])[CH3:20])[c:4]([C:14](=[O:15])[NH:33][c:34]2[n:35][n:36][n:37][nH:38]2)[n:5](-[c:8]2[cH:9][cH:10][cH:11][cH:12][cH:13]2)[c:6]1[Br:7]. The reactants are N1=CC(=CC=C1)CCCCCCCNC(C)=O (N-[7-(3-pyridyl)heptyl]acetamide), [OH-].[Na+] (sodium hydroxide). Solvent: Cl (hydrochloric acid). Product: N1=CC(=CC=C1)CCCCCCCN (3-pyridine heptanamine). Isolated yield 81.2%. RXN SMILES: [N:1]1[CH:6]=[CH:5][CH:4]=[C:3]([CH2:7][CH2:8][CH2:9][CH2:10][CH2:11][CH2:12][CH2:13][NH:14]C(=O)C)[CH:2]=1.[OH-].[Na+]>Cl>[N:1]1[CH:6]=[CH:5][CH:4]=[C:3]([CH2:7][CH2:8][CH2:9][CH2:10][CH2:11][CH2:12][CH2:13][NH2:14])[CH:2]=1 |f:1.2|. Procedure: A solution of 5.1 g of N-[7-(3-pyridyl)heptyl]acetamide was heated to reflux in diluted hydrochloric acid overnight. The mixture was cooled, made basic with 50% sodium hydroxide solution and was extracted with dichloromethane. The combined organic layers were dried over potassium carbonate and were evaporated. The residue was distilled to give 3.4 g of 3-pyridine heptanamine, bp 175°-180° C./0.4 mm. The reactants are [OH-].[Na+] (NaOH), [Cl-].[Al+3].[Cl-].[Cl-] (aluminum chloride), [H-].[Al+3].[Li+].[H-].[H-].[H-] (Lithium aluminum hydride), C1(CC1)[C@]12OC[C@@H](N1C(C[C@H]2N2CCC(CC2)C2=C(C=CC=C2)OC)=O)C2=CC=CC=C2 ((3S,7R,7aR)-7a-cyclopropyl-7-(4-(2-methoxyphenyl)piperidin-1-yl)-3-phenyltetrahydropyrrolo[2,1-b]oxazol-5(6H)-one). The solvent is O (water), O (water), C1CCOC1 (THF), C1CCOC1 (THF), CCOCC (ether). Run at time 20 minute. Yields the product COC1=C(C=CC=C1)C1CCN(CC1)[C@H]1C(N(CC1)[C@H](CO)C1=CC=CC=C1)C1CC1 ((2S)-2-((3R)-3-(4-(2-methoxyphenyl)piperidin-1-yl)-2-cyclopropylpyrrolidin-1-yl)-2-phenylethanol). Yield: 100.0%. RXN SMILES: [Cl-].[Al+3].[Cl-].[Cl-].[H-].[Al+3].[Li+].[H-].[H-].[H-].[CH:11]1([C@@:14]23[C@H:21]([N:22]4[CH2:27][CH2:26][CH:25]([C:28]5[CH:33]=[CH:32][CH:31]=[CH:30][C:29]=5[O:34][CH3:35])[CH2:24][CH2:23]4)[CH2:20][C:19](=O)[N:18]2[C@@H:17]([C:37]2[CH:42]=[CH:41][CH:40]=[CH:39][CH:38]=2)[CH2:16][O:15]3)[CH2:13][CH2:12]1.[OH-].[Na+]>C1COCC1.CCOCC.O>[CH3:35][O:34][C:29]1[CH:30]=[CH:31][CH:32]=[CH:33][C:28]=1[CH:25]1[CH2:24][CH2:23][N:22]([C@@H:21]2[CH2:20][CH2:19][N:18]([C@@H:17]([C:37]3[CH:38]=[CH:39][CH:40]=[CH:41][CH:42]=3)[CH2:16][OH:15])[CH:14]2[CH:11]2[CH2:13][CH2:12]2)[CH2:27][CH2:26]1 |f:0.1.2.3,4.5.6.7.8.9,11.12|. Reported procedure: To solid aluminum chloride (0.422 g, 3.16 mmol) at 0° C. was added anhydrous THF (23 mL). The mixture was stirred until all solid went into solution. Lithium aluminum hydride (1.0 N in THF, 8.95 mL, 8.95 mmol) was added dropwise and the reaction mixture was allowed to warm to room temperature. After about 20 minutes, the reaction mixture was cooled to about −78° C. and a solution of (3S,7R,7aR)-7a-cyclopropyl-7-(4-(2-methoxyphenyl)piperidin-1-yl)-3-phenyltetrahydropyrrolo[2,1-b]oxazol-5(6H)-one ... Starting materials: [H-].[Na+] (sodium hydride), solution, ClC1=NC=NC(=C1)OCCC(C)(C)C (4-chloro-6-(3,3-dimethylbutyloxy)pyrimidine), solution, C(C#CC)O (2-butyn-1-ol), [Cl-].[NH4+] (ammonium chloride). The solvent is O1CCCC1 (tetrahydrofuran), O1CCCC1 (tetrahydrofuran), O1CCCC1 (tetrahydrofuran). Reaction conditions: time 10 minute. Product: C(C#CC)OC1=NC=NC(=C1)OCCC(C)(C)C (4-(2-butynyloxy)-6-(3,3-dimethylbutyloxy)pyrimidine). Isolated yield 84.3%. As a reaction SMILES: [H-].[Na+].[CH2:3]([OH:7])[C:4]#[C:5][CH3:6].Cl[C:9]1[CH:14]=[C:13]([O:15][CH2:16][CH2:17][C:18]([CH3:21])([CH3:20])[CH3:19])[N:12]=[CH:11][N:10]=1.[Cl-].[NH4+]>O1CCCC1>[CH2:3]([O:7][C:9]1[CH:14]=[C:13]([O:15][CH2:16][CH2:17][C:18]([CH3:21])([CH3:20])[CH3:19])[N:12]=[CH:11][N:10]=1)[C:4]#[C:5][CH3:6] |f:0.1,4.5|. Procedure details: In 4 ml of tetrahydrofuran was suspended 0.10 g of sodium hydride (60% in oil), to which 0.5 ml of a solution containing 0.15 g of 2-butyn-1-ol in tetrahydrofuran was added dropwise at room temperature, followed by stirring for 10 minutes. To this was added dropwise 0.5 ml of a solution containing 0.41 g of 4-chloro-6-(3,3-dimethylbutyloxy)pyrimidine in tetrahydrofuran at 0° C., followed by stirring at the same temperature for 5 hours. The reaction mixture was then poured into a saturated aqueou...